This data is from the Open Reaction Database (ORD), a public repository of structured organic reaction records. The task is: describe an organic reaction: reactants, conditions, products, and yield Reactants: OCC=1SC=C(C1)C1=CSC=C1 (2-hydroxymethyl-4-(3-thienyl)thiophene), C(O)([O-])=O.[Na+] (sodium hydrogen carbonate), CN(C=O)C (dimethylformamide), S(=O)(Cl)Cl (thionyl chloride). Solvent: C(Cl)(Cl)Cl (chloroform). The product is ClCC=1SC=C(C1)C1=CSC=C1 (2-chloromethyl-4-(3-thienyl)thiophene). RXN SMILES: O[CH2:2][C:3]1[S:4][CH:5]=[C:6]([C:8]2[CH:12]=[CH:11][S:10][CH:9]=2)[CH:7]=1.CN(C)C=O.S(Cl)([Cl:20])=O.C(=O)([O-])O.[Na+]>C(Cl)(Cl)Cl>[Cl:20][CH2:2][C:3]1[S:4][CH:5]=[C:6]([C:8]2[CH:12]=[CH:11][S:10][CH:9]=2)[CH:7]=1 |f:3.4|. Procedure details: 100 mg of 2-hydroxymethyl-4-(3-thienyl)thiophene was suspended in 5 ml of chloroform, and with stirring under ice cooling, 2 microliters of dimethylformamide and 80 microliters of thionyl chloride were added. The mixture was stirred for 30 minutes, and neutralized with a saturated aqueous solution of sodium hydrogen carbonate under ice cooling. The organic layer was separated, washed with a saturated aqueous solution of sodium chloride, and dried over anhydrous magnesium sulfate. The desiccant w... The reactants are BrC1=CC=CC(=N1)C1=CN=C2N1C=CC(=N2)C(C)(O[Si](CC)(CC)CC)C (3-(6-Bromopyridin-2-yl)-7-(1-methyl-1-triethylsilanyloxyethyl)-imidazo[1,2-α]pyrimidine), CC1(OB(OC1(C)C)C1=C(C#N)C=CC=C1)C (2-(4,4,5,5-tetramethyl-[1,3,2]dioxaborolan-2-yl)benzonitrile). Yields the product CC(C)(O[Si](CC)(CC)CC)C1=NC=2N(C=C1)C(=CN2)C2=CC=CC(=N2)C2=C(C#N)C=CC=C2 (2-{6-[7-(1-methyl-1-triethylsilanyloxyethyl)imidazo[1,2-α]pyrimidin-3-yl]pyridin-2-yl}benzonitrile). As a reaction SMILES: Br[C:2]1[N:7]=[C:6]([C:8]2[N:12]3[CH:13]=[CH:14][C:15]([C:17]([CH3:27])([O:19][Si:20]([CH2:25][CH3:26])([CH2:23][CH3:24])[CH2:21][CH3:22])[CH3:18])=[N:16][C:11]3=[N:10][CH:9]=2)[CH:5]=[CH:4][CH:3]=1.CC1(C)C(C)(C)OB([C:36]2[CH:43]=[CH:42][CH:41]=[CH:40][C:37]=2[C:38]#[N:39])O1>>[CH3:18][C:17]([C:15]1[CH:14]=[CH:13][N:12]2[C:8]([C:6]3[N:7]=[C:2]([C:36]4[CH:43]=[CH:42][CH:41]=[CH:40][C:37]=4[C:38]#[N:39])[CH:3]=[CH:4][CH:5]=3)=[CH:9][N:10]=[C:11]2[N:16]=1)([O:19][Si:20]([CH2:25][CH3:26])([CH2:23][CH3:24])[CH2:21][CH3:22])[CH3:27]. Procedure: 3-(6-Bromopyridin-2-yl)-7-(1-methyl-1-triethylsilanyloxyethyl)-imidazo[1,2-α]pyrimidine was coupled to 2-(4,4,5,5-tetramethyl-[1,3,2]dioxaborolan-2-yl)benzonitrile following the procedure in Example 2 to give 2-{6-[7-(1-methyl-1-triethylsilanyloxyethyl)imidazo[1,2-α]pyrimidin-3-yl]pyridin-2-yl}benzonitrile as an orange oil.